Dataset: the Open Reaction Database (ORD), a public repository of structured organic reaction records. Task: describe an organic reaction: reactants, conditions, products, and yield The reactants are N1=CC=C(C=C1)C#CC=1C=C(C=C2C=C(C(OC12)C(F)(F)F)C(=O)OCC)OC(F)(F)F (ethyl 8-(pyridin-4-vlethynyl)-6-(trifluoromethoxy)-2-(trifluoromethyl)-2H-chromene-3-carboxylate). The solvent is CC(=O)O (HOAc). Yields the product N1=CC=C(C=C1)C#CC=1C=C(C=C2C=C(C(OC12)C(F)(F)F)C(=O)O)OC(F)(F)F (8-(pyridin-4-vlethynyl)-6-(trifluoromethoxy)-2-(trifluoromethyl)-2H-chromene-3-carboxylic acid). As a reaction SMILES: [N:1]1[CH:6]=[CH:5][C:4]([C:7]#[C:8][C:9]2[CH:10]=[C:11]([O:28][C:29]([F:32])([F:31])[F:30])[CH:12]=[C:13]3[C:18]=2[O:17][CH:16]([C:19]([F:22])([F:21])[F:20])[C:15]([C:23]([O:25]CC)=[O:24])=[CH:14]3)=[CH:3][CH:2]=1>CC(O)=O>[N:1]1[CH:6]=[CH:5][C:4]([C:7]#[C:8][C:9]2[CH:10]=[C:11]([O:28][C:29]([F:32])([F:30])[F:31])[CH:12]=[C:13]3[C:18]=2[O:17][CH:16]([C:19]([F:22])([F:21])[F:20])[C:15]([C:23]([OH:25])=[O:24])=[CH:14]3)=[CH:3][CH:2]=1. Procedure: The ester from Step 1 was hydrolyzed via a method similar to that described in Example 621c, Step 2 using HOAc in the acidification step to give the product as a pale yellow solid: ESHRMS m/z 430.0531 (M+H, C19H10F6NO4, Calc'd 430.0509); 1H NMR (dmso-d6, 300 MHz) 14.5 (brs, 1H), 8.64 (d, 2H, J=5.7 Hz), 7.58-7.48 (m, 5H), 6.08 (q, 1H, J=7.3 Hz).